Task: describe an organic reaction: reactants, conditions, products, and yield. Dataset: the Open Reaction Database (ORD), a public repository of structured organic reaction records The reactants are CO, COc1ccc(C2COCCO2)c2sc(NC(=O)c3ccnc(CCl)c3)nc12, ClC(Cl)Cl. Reaction SMILES: [CH3:33][OH:34].[Cl:1][CH2:2][c:3]1[cH:4][c:5]([C:6](=[O:7])[NH:8][c:9]2[s:10][c:11]3[c:12]([n:13]2)[c:14]([O:24][CH3:25])[cH:15][cH:16][c:17]3[CH:18]2[O:19][CH2:20][CH2:21][O:22][CH2:23]2)[cH:26][cH:27][n:28]1.[Cl:29][CH:30]([Cl:31])[Cl:32]>>[CH2:2]([c:3]1[cH:4][c:5]([C:6](=[O:7])[NH:8][c:9]2[s:10][c:11]3[c:12]([n:13]2)[c:14]([O:24][CH3:25])[cH:15][cH:16][c:17]3[CH:18]2[O:19][CH2:20][CH2:21][O:22][CH2:23]2)[cH:26][cH:27][n:28]1)[O:34][CH3:33]. The product is COCc1cc(C(=O)Nc2nc3c(OC)ccc(C4COCCO4)c3s2)ccn1. The reactants are CC(C)(C)OC(=O)NCCc1ccc2c(c1)C1C=CCC1C(c1cc3c(cc1Br)OCO3)N2, ClCCl, O=C(O)C(F)(F)F. Yields the product NCCc1ccc2c(c1)C1C=CCC1C(c1cc3c(cc1Br)OCO3)N2. Reaction SMILES: [C:8]([O:9][C:10](=[O:11])[NH:14][CH2:15][CH2:16][c:17]1[cH:18][c:19]2[c:24]([cH:25][cH:26]1)[NH:23][CH:22]([c:27]1[cH:28][c:29]3[c:30]([cH:34][c:35]1[Br:36])[O:31][CH2:32][O:33]3)[CH:21]1[CH:20]2[CH:39]=[CH:38][CH2:37]1)([CH3:12])([CH3:13])[CH3:40].[Cl:41][CH2:42][Cl:43].[OH:1][C:2]([C:3]([F:4])([F:5])[F:6])=[O:7]>>[NH2:14][CH2:15][CH2:16][c:17]1[cH:18][c:19]2[c:24]([cH:25][cH:26]1)[NH:23][CH:22]([c:27]1[cH:28][c:29]3[c:30]([cH:34][c:35]1[Br:36])[O:31][CH2:32][O:33]3)[CH:21]1[CH:20]2[CH:39]=[CH:38][CH2:37]1. The reactants are CCOC(=O)C1=C(C)NC(C(OCC)OCC)=C(C(=O)OCC)C1c1ccccc1[N+](=O)[O-], CC(C)=O. Product: CCOC(=O)C1=C(C)NC(C=O)=C(C(=O)OCC)C1c1ccccc1[N+](=O)[O-]. As a reaction SMILES: [CH3:1][C:2]1=[C:7]([C:8](=[O:9])[O:10][CH2:11][CH3:12])[CH:6]([c:13]2[c:14]([N+:19](=[O:20])[O-:21])[cH:15][cH:16][cH:17][cH:18]2)[C:5]([C:22](=[O:23])[O:24][CH2:25][CH3:26])=[C:4]([CH:27]([O:28][CH2:32][CH3:33])[O:29][CH2:30][CH3:31])[NH:3]1.[CH3:34][C:35](=[O:36])[CH3:37]>>[CH3:1][C:2]1=[C:7]([C:8](=[O:9])[O:10][CH2:11][CH3:12])[CH:6]([c:13]2[c:14]([N+:19](=[O:20])[O-:21])[cH:15][cH:16][cH:17][cH:18]2)[C:5]([C:22](=[O:23])[O:24][CH2:25][CH3:26])=[C:4]([CH:27]=[O:28])[NH:3]1. Reactants: BrC=1C=C(C(=NC1)C(C(=O)OCC)C(=O)OCC)[N+](=O)[O-] (Diethyl (5-bromo-3-nitropyridin-2-yl)propanedioate), FC1=CC=CC=C1 (fluorobenzene), C(=O)([O-])[O-].[K+].[K+] (K2CO3). The solvent is CN(C)C=O (DMF). Product: BrC=1C=C2C(NC1)=CCN2OC2=CC=CC=C2 (6-bromo-1-phenoxy-4H-pyrrolo[3,2-b]pyridine). Yield: 50.0%. RXN SMILES: [Br:1][C:2]1[CH:3]=[C:4]([N+:19]([O-:21])=O)[C:5]([CH:8]([C:14](OCC)=O)C(OCC)=O)=[N:6][CH:7]=1.F[C:23]1[CH:28]=[CH:27][CH:26]=[CH:25][CH:24]=1.C([O-])([O-])=O.[K+].[K+]>CN(C=O)C>[Br:1][C:2]1[CH:3]=[C:4]2[N:19]([O:21][C:23]3[CH:28]=[CH:27][CH:26]=[CH:25][CH:24]=3)[CH2:14][CH:8]=[C:5]2[NH:6][CH:7]=1 |f:2.3.4|. Procedure details: 6-bromo-1H-pyrrolo[3,2-b]pyridin-1-ol (prepared as in Example 1: 200 mg, 1.0 mmol, 1.0 eq), fluorobenzene (485 mg, 5.0 mmol, 5.0 eq), and K2CO3 (690 mg, 5.0 mmol, 5.0 eq) in 2 ml of DMF were microwaved (160° C.) for 30 min. The reaction mixture was allowed to cool to room temperature, the solvent was evaporated, and the mixture was chromatographed (MeOH/DCM 1:20) to give a light yellow solid, 110 mg, in 50% yield. Reactants: CCOC(=O)C(C)(C)Oc1ccc(OCCc2nc(-c3ccc(-c4ccccc4)cc3)oc2C)cc1CC1CCCCC1, CCO, [Na+], [OH-]. Product: Cc1oc(-c2ccc(-c3ccccc3)cc2)nc1CCOc1ccc(OC(C)(C)C(=O)O)c(CC2CCCCC2)c1. RXN SMILES: [CH2:1]([CH3:2])[O:3][C:4]([C:5]([CH3:6])([CH3:7])[O:8][c:9]1[c:10]([CH2:36][CH:37]2[CH2:38][CH2:39][CH2:40][CH2:41][CH2:42]2)[cH:11][c:12]([O:15][CH2:16][CH2:17][c:18]2[n:19][c:20](-[c:24]3[cH:25][cH:26][c:27](-[c:30]4[cH:31][cH:32][cH:33][cH:34][cH:35]4)[cH:28][cH:29]3)[o:21][c:22]2[CH3:23])[cH:13][cH:14]1)=[O:43].[CH3:46][CH2:47][OH:48].[Na+:45].[OH-:44]>>[O:3]=[C:4]([C:5]([CH3:6])([CH3:7])[O:8][c:9]1[c:10]([CH2:36][CH:37]2[CH2:38][CH2:39][CH2:40][CH2:41][CH2:42]2)[cH:11][c:12]([O:15][CH2:16][CH2:17][c:18]2[n:19][c:20](-[c:24]3[cH:25][cH:26][c:27](-[c:30]4[cH:31][cH:32][cH:33][cH:34][cH:35]4)[cH:28][cH:29]3)[o:21][c:22]2[CH3:23])[cH:13][cH:14]1)[OH:43]. Reactants: BrBr (bromine), FC1=C(C=CC=C1)C1=NN=CC=2N1N=C(C2)O (7-(2-fluorophenyl)pyrazolo[1,5-d][1,2,4]triazin-2-ol), O (Water). Solvent: C(C)(=O)O (acetic acid). Run at time 2.25 hour. Product: BrC=1C(=NN2C(=NN=CC21)C2=C(C=CC=C2)F)O (3-Bromo-7-(2-Fluorophenyl)pyrazolo[1,5-d][1,2,4]triazin-2-ol). Yield: 90.6%. Reaction SMILES: [F:1][C:2]1[CH:7]=[CH:6][CH:5]=[CH:4][C:3]=1[C:8]1[N:13]2[N:14]=[C:15]([OH:17])[CH:16]=[C:12]2[CH:11]=[N:10][N:9]=1.[Br:18]Br.O>C(O)(=O)C>[Br:18][C:16]1[C:15]([OH:17])=[N:14][N:13]2[C:12]=1[CH:11]=[N:10][N:9]=[C:8]2[C:3]1[CH:4]=[CH:5][CH:6]=[CH:7][C:2]=1[F:1]. Reported procedure: To a stirred mixture of 7-(2-fluorophenyl)pyrazolo[1,5-d][1,2,4]triazin-2-ol (0.2508 g, 1.09 mmol) in glacial acetic acid (5 ml) was added dropwise bromine (62 μl, 1.20 mmol) and the mixture was stirred at room temperature for 2.25 h. Water (20 ml) was then added and the resulting solid was collected by filtration, washed with water, and dried under vacuum at 50° C. to yield 0.3054 g (91%) of the title compound as a buff solid; 1H NMR (360 MHz, d6-DMSO) δ 7.43-7.50 (2H, m), 7.72 (1H, m), 7.80 (1... Reactants: O1C=CC2=C1CN(CC2)C(CCCC2=CC=CC=C2)=O (1-(5,7-dihydro-4H-furo[2,3-c]pyridin-6-yl)-4-phenylbutan-1-one), CNC (dimethylamine), C=O (formaldehyde). The solvent is C(C)(=O)O (acetic acid). Reaction conditions: temperature 100 celsius, time 30 minute. The product is CN(C)CC1=CC2=C(CN(CC2)C(CCCC2=CC=CC=C2)=O)O1 (1-(2-dimethylaminomethyl-5,7-dihydro-4H-furo[2,3-c]pyridin-6-yl)-4-phenylbutan-1-one). RXN SMILES: [O:1]1[C:5]2[CH2:6][N:7]([C:10](=[O:20])[CH2:11][CH2:12][CH2:13][C:14]3[CH:19]=[CH:18][CH:17]=[CH:16][CH:15]=3)[CH2:8][CH2:9][C:4]=2[CH:3]=[CH:2]1.[CH3:21][NH:22][CH3:23].[CH2:24]=O>C(O)(=O)C>[CH3:21][N:22]([CH2:24][C:2]1[O:1][C:5]2[CH2:6][N:7]([C:10](=[O:20])[CH2:11][CH2:12][CH2:13][C:14]3[CH:15]=[CH:16][CH:17]=[CH:18][CH:19]=3)[CH2:8][CH2:9][C:4]=2[CH:3]=1)[CH3:23]. Procedure details: To a solution of 0.210 g (0.780 mmol) of 1-(5,7-dihydro-4H-furo[2,3-c]pyridin-6-yl)-4-phenylbutan-1-one in 20 ml of acetic acid, 0.11 ml (1.2 mmol) of 50% aqueous dimethylamine and 0.095 ml (1.2 mmol) of 37% aqueous formaldehyde were added, followed by stirring at 100° C. for 30 minutes. After the solvent was distilled off under reduced pressure, the residual solution was alkalified with aqueous sodium hydroxide and extracted with dichloromethane 2 times. The combined organic layer was washed wi... Reactants: C[Sn](C)(Cl)Cl (dimethyltin dichloride), SCCC(C(=O)[O-])CCCCCC (2-mercapto-ethylcaprylate), C([O-])(O)=O.[Na+] (sodium bicarbonate), CCCCCCC (heptane). The solvent is O (water), O (water). Run at time 1 hour. Product: SCCC(C(=O)[O-])CCCCCC.SCCC(C(=O)[O-])CCCCCC.C[Sn+2]C (dimethyltin bis(2-mercaptoethyl caprylate)). Isolated yield 98.3%. As a reaction SMILES: [SH:1][CH2:2][CH2:3][CH:4]([CH2:8][CH2:9][CH2:10][CH2:11][CH2:12][CH3:13])[C:5]([O-:7])=[O:6].C(=O)(O)[O-].[Na+].CCCCCCC.[CH3:26][Sn:27](Cl)(Cl)[CH3:28]>O>[SH:1][CH2:2][CH2:3][CH:4]([CH2:8][CH2:9][CH2:10][CH2:11][CH2:12][CH3:13])[C:5]([O-:7])=[O:6].[SH:1][CH2:2][CH2:3][CH:4]([CH2:8][CH2:9][CH2:10][CH2:11][CH2:12][CH3:13])[C:5]([O-:7])=[O:6].[CH3:26][Sn+2:27][CH3:28] |f:1.2,6.7.8|. Procedure details: Into a 2 liter flask is placed 204 gm (1.0 mole) 2-mercapto-ethylcaprylate, 200 ml water, 84 gm (1.0 mole) sodium bicarbonate and 300 ml heptane. To the above stirred mixture is added dropwise, at 30°-40° C., 110 gms (0.5 mole) dimethyltin dichloride dissolved in 200 ml water. Stir for 1 hour at 30°-40° C. and allow the layers to separate. The organic layer is washed with 200 ml water and then stripped under vacuum at about 100° C. A yield of 273 gm of dimethyltin bis(2-mercaptoethyl caprylate) ... Starting materials: O=C1CCN(Cc2ccccc2)CC1, [Cl-], N, [NH4+], N#C[Na], O. Yields the product NCC1(N)CCN(Cc2ccccc2)CC1. RXN SMILES: [CH2:4]([c:5]1[cH:6][cH:7][cH:8][cH:9][cH:10]1)[N:11]1[CH2:12][CH2:13][C:14](=[O:17])[CH2:15][CH2:16]1.[Cl-:1].[NH3:3].[NH4+:2].[Na:18][C:19]#[N:20].[OH2:21]>>[NH2:2][C:14]1([CH2:19][NH2:20])[CH2:13][CH2:12][N:11]([CH2:4][c:5]2[cH:6][cH:7][cH:8][cH:9][cH:10]2)[CH2:16][CH2:15]1.